From a dataset of the Open Reaction Database (ORD), a public repository of structured organic reaction records. describe an organic reaction: reactants, conditions, products, and yield Starting materials: NC=1SC=C(C1S(=O)(=O)N)C (2-amino-4-methyl-thiophene-3-sulfonamide), C([O-])([O-])=O.[K+].[K+] (potassium carbonate), C(C)(C)N=C=S (isopropyl isothiocyanate). Run in CC(=O)C (acetone). Conditions: temperature 52.5 celsius, time 30 minute. The product is NC=1SC=C(C1S(=O)(=O)NC(=S)NC(C)C)C (N-(2-Amino-4-methyl-3-thienylsulfonyl)-N′-isopropylthiourea). The yield is 54.0%. RXN SMILES: [NH2:1][C:2]1[S:3][CH:4]=[C:5]([CH3:11])[C:6]=1[S:7]([NH2:10])(=[O:9])=[O:8].C(=O)([O-])[O-].[K+].[K+].[CH:18]([N:21]=[C:22]=[S:23])([CH3:20])[CH3:19]>CC(C)=O>[NH2:1][C:2]1[S:3][CH:4]=[C:5]([CH3:11])[C:6]=1[S:7]([NH:10][C:22]([NH:21][CH:18]([CH3:20])[CH3:19])=[S:23])(=[O:8])=[O:9] |f:1.2.3|. Procedure: A mixture of 2-amino-4-methyl-thiophene-3-sulfonamide (0.30 g), potassium carbonate (0.32 g), and isopropyl isothiocyanate (272 μl) in dry acetone (5 ml) under nitrogen was heated at 50-55° C. overnight. Then the solvent was evaporated and the residue was dissolved in water (15 ml); pH was adjusted to 2 by addition of 4 M hydrochloric acid, and the mixture was stirred for 30 min. The precipitated crystals were filtered off, rinsed with a small amount of water and dried to give 0.24 g (yield 54%)... The reactants are C(C)OC(=O)CCCCCCC1C(NC(N1CCC(CCCCC)OC1OCCCC1)=O)=O (5-(6-ethoxycarbonylhexyl)-1-(3-(tetrahydropyran-2-yloxy)octyl)hydantoin). Solvent: [OH-].[Na+] (sodium hydroxide). Product: C(=O)(O)CCCCCCC1C(NC(N1CCC(CCCCC)OC1OCCCC1)=O)=O (5-(6-carboxyhexyl)-1-(3-(tetrahydropyran-2-yloxy) octyl)hydantoin). Reaction SMILES: C([O:3][C:4]([CH2:6][CH2:7][CH2:8][CH2:9][CH2:10][CH2:11][CH:12]1[N:16]([CH2:17][CH2:18][CH:19]([O:25][CH:26]2[CH2:31][CH2:30][CH2:29][CH2:28][O:27]2)[CH2:20][CH2:21][CH2:22][CH2:23][CH3:24])[C:15](=[O:32])[NH:14][C:13]1=[O:33])=[O:5])C>[OH-].[Na+]>[C:4]([CH2:6][CH2:7][CH2:8][CH2:9][CH2:10][CH2:11][CH:12]1[N:16]([CH2:17][CH2:18][CH:19]([O:25][CH:26]2[CH2:31][CH2:30][CH2:29][CH2:28][O:27]2)[CH2:20][CH2:21][CH2:22][CH2:23][CH3:24])[C:15](=[O:32])[NH:14][C:13]1=[O:33])([OH:5])=[O:3] |f:1.2|. Procedure details: A solution of the ester (6.2 g) in 0.5N-sodium hydroxide solution (80 ml) was allowed to stand at room temperature for 21/2 hours after which the solution was washed with ether, the aqueous layer was acidified with 2N-hydrochloric acid, and the precipitated oil was extracted with ether. The washed and dried ether extract was evaporated to give 5-(6-carboxyhexyl)-1-(3-(tetrahydropyran-2-yloxy) octyl)hydantoin as a yellow oil. Reactants: CNC (dimethylamine), C(#N)[BH3-].[Na+] (sodium cyanoborohydride), Cl (hydrochloric acid), C1(=CC=CC=C1)C1(C=CCC=C1)CC(C)=O ((1-phenyl-2,5-cyclohexadien-1-yl)-2-propanone), ice water. Solvent: CO (methanol), CO (methanol), CCOCC (Ether). Reaction conditions: time 4 day. The product is CC(CC1(C=CCC=C1)C1=CC=CC=C1)N(C)C (α,N,N-trimethyl-1-phenyl-2,5-cyclohexadien-1-ethylamine). RXN SMILES: [CH3:1][NH:2][CH3:3].Cl.[C:5]1([C:11]2([CH2:17][C:18](=O)[CH3:19])[CH:16]=[CH:15][CH2:14][CH:13]=[CH:12]2)[CH:10]=[CH:9][CH:8]=[CH:7][CH:6]=1.C([BH3-])#N.[Na+]>CCOCC.CO>[CH3:19][CH:18]([N:2]([CH3:3])[CH3:1])[CH2:17][C:11]1([C:5]2[CH:10]=[CH:9][CH:8]=[CH:7][CH:6]=2)[CH:16]=[CH:15][CH2:14][CH:13]=[CH:12]1 |f:3.4|. Procedure details: To 50 ml. of methanol, 10 ml. of dimethylamine and 1 g. of molecular sieve 3 A are added dropwise at about -5° C. 10 ml. of 5 N methanolic hydrochloric acid and subsequently at 0° C. a solution of 5.3 g. of (1-phenyl-2,5-cyclohexadien-1-yl)-2-propanone in 20 ml. of methanol. 1.1 g. of sodium cyanoborohydride are then added at 0° C. and the mixture is stirred at room temperature for 4 days. The mixture is worked-up as follows: Ether and ice-water are added to the mixture and the phases are separa... Procedure: Hydrogen chloride in 1,4-dioxane (4.0 M, 3.0 mL, 12 mmol) was added to a solution of 2-benzyl 1-tert-butyl 4-(4,4,5,5-tetramethyl-1,3,2-dioxaborolan-2-yl)-1H-pyrrole-1,2-dicarboxylate (0.80 g, 1.9 mmol) in methylene chloride (3.0 mL) at r.t. and the mixture was stirred for 0.5 h. The solvent was removed under reduced pressure to provide the desired product as an HCl salt. LCMS (M+H)+: m/z=328.2. The solvent is C(Cl)Cl (methylene chloride). The product is CC1(OB(OC1(C)C)C=1C=C(NC1)C(=O)OCC1=CC=CC=C1)C (Benzyl 4-(4,4,5,5-tetramethyl-1,3,2-dioxaborolan-2-yl)-1H-pyrrole-2-carboxylate), Cl (HCl). Reaction SMILES: [ClH:1].O1CCOCC1.[CH3:8][C:9]1([CH3:38])[C:13]([CH3:15])([CH3:14])[O:12][B:11]([C:16]2[CH:17]=[C:18]([C:28]([O:30][CH2:31][C:32]3[CH:37]=[CH:36][CH:35]=[CH:34][CH:33]=3)=[O:29])[N:19](C(OC(C)(C)C)=O)[CH:20]=2)[O:10]1>C(Cl)Cl>[CH3:14][C:13]1([CH3:15])[C:9]([CH3:8])([CH3:38])[O:10][B:11]([C:16]2[CH:17]=[C:18]([C:28]([O:30][CH2:31][C:32]3[CH:33]=[CH:34][CH:35]=[CH:36][CH:37]=3)=[O:29])[NH:19][CH:20]=2)[O:12]1.[ClH:1]. Run at time 0.5 hour. Reactants: Cl (Hydrogen chloride), O1CCOCC1 (1,4-dioxane), CC1(OB(OC1(C)C)C=1C=C(N(C1)C(=O)OC(C)(C)C)C(=O)OCC1=CC=CC=C1)C (2-benzyl 1-tert-butyl 4-(4,4,5,5-tetramethyl-1,3,2-dioxaborolan-2-yl)-1H-pyrrole-1,2-dicarboxylate). The reactants are Cl.CN(C1=C(CCl)C=CC=C1)C (2-dimethylaminobenzylchloride hydrochloride), C(C)C1(C(NC(N1)=O)=S)C (5-ethyl-5-methyl-4-thiohydantoin). The product is CN(C1=C(CSC2=NC(NC2(C)CC)=O)C=CC=C1)C (4-(2-dimethylaminobenzylthio)-5-ethyl-5-methyl-3-imidazolin-2-one). As a reaction SMILES: Cl.[CH3:2][N:3]([CH3:12])[C:4]1[CH:11]=[CH:10][CH:9]=[CH:8][C:5]=1[CH2:6]Cl.[CH2:13]([C:15]1([CH3:22])[NH:19][C:18](=[O:20])[NH:17][C:16]1=[S:21])[CH3:14]>>[CH3:2][N:3]([CH3:12])[C:4]1[CH:11]=[CH:10][CH:9]=[CH:8][C:5]=1[CH2:6][S:21][C:16]1[C:15]([CH2:13][CH3:14])([CH3:22])[NH:19][C:18](=[O:20])[N:17]=1 |f:0.1|. Procedure details: In the present Example, 2.3 g of 2-dimethylaminobenzylchloride hydrochloride and 1.5 g of 5-ethyl-5-methyl-4-thiohydantoin were reacted following the procedure used in Example 36. Crystallization from diethyl ether-n-hexane gave the desired compound in the form of a needle-like crystal. The yield of this compound was 1.9 g with a yield ratio of 68.6%, and the melting point was 111°-113° C. The reactants are COc1cc2ncnc(C3CCNCC3)c2cc1OC, O=C=NC1CCCCC1, CN(C)C=O. The product is COc1cc2ncnc(C3CCN(C(=O)NC4CCCCC4)CC3)c2cc1OC. As a reaction SMILES: [CH3:1][O:2][c:3]1[cH:4][c:5]2[c:6]([CH:15]3[CH2:16][CH2:17][NH:18][CH2:19][CH2:20]3)[n:7][cH:8][n:9][c:10]2[cH:11][c:12]1[O:13][CH3:14].[N:21](=[C:22]=[O:23])[CH:24]1[CH2:25][CH2:26][CH2:27][CH2:28][CH2:29]1.[O:30]=[CH:31][N:32]([CH3:33])[CH3:34]>>[CH3:1][O:2][c:3]1[cH:4][c:5]2[c:6]([CH:15]3[CH2:16][CH2:17][N:18]([C:22]([NH:21][CH:24]4[CH2:25][CH2:26][CH2:27][CH2:28][CH2:29]4)=[O:23])[CH2:19][CH2:20]3)[n:7][cH:8][n:9][c:10]2[cH:11][c:12]1[O:13][CH3:14]. Reactants: ClC1=NC2=CC(=CC=C2C=C1F)OC (2-Chloro-3-fluoro-7-methoxyquinoline), [Cl-].[NH4+] (ammonium chloride), [OH-].[Na+] (sodium hydroxide), C[Mg]Br (methylmagnesium bromide). The reagents and catalysts are [Cu]Br (copper(I)bromide). The solvent is C1CCOC1 (THF), C1CCOC1 (THF). Reaction conditions: temperature -78 celsius, time 1 hour. Yields the product FC=1C(=NC2=CC(=CC=C2C1)OC)C (3-fluoro-7-methoxy-2-methylquinoline). Isolated yield 88.9%. Reaction SMILES: Cl[C:2]1[C:11]([F:12])=[CH:10][C:9]2[C:4](=[CH:5][C:6]([O:13][CH3:14])=[CH:7][CH:8]=2)[N:3]=1.[CH3:15][Mg]Br.[Cl-].[NH4+].[OH-].[Na+]>C1COCC1.[Cu]Br>[F:12][C:11]1[C:2]([CH3:15])=[N:3][C:4]2[C:9]([CH:10]=1)=[CH:8][CH:7]=[C:6]([O:13][CH3:14])[CH:5]=2 |f:2.3,4.5|. Procedure: 2-Chloro-3-fluoro-7-methoxyquinoline (210 g, 1 mmol), (prepared as described for the starting material in Example 157), in anhydrous THF (1 ml) was added to a mixture of copper(I)bromide (570 mg, 4.0 mmol) and methylmagnesium bromide (3.0M solution in diethyl ether, 2.7 ml, 8 mmol) in anhydrous THF (20 ml) at −78° C. The mixture was stirred for 1 hour at −78° C., allowed to warm to ambient temperature and then stirred for a further 18 hours. Saturated aqueous ammonium chloride solution and 5N aq...